From a dataset of the Open Reaction Database (ORD), a public repository of structured organic reaction records. describe an organic reaction: reactants, conditions, products, and yield Starting materials: CC(=O)OB(OC(C)=O)OC(C)=O, O=CCC(C(=O)C1CCCCC1)c1ccccc1, [H-], [Na+], c1ccc(N2CCNCC2)nc1. Yields the product O=C(C1CCCCC1)C(CCN1CCN(c2ccccn2)CC1)c1ccccc1. Reaction SMILES: [C:32]([O:33][B:34]([O:35][C:36](=[O:37])[CH3:38])[O:39][C:40](=[O:41])[CH3:42])(=[O:43])[CH3:44].[CH:1]1([C:7](=[O:8])[CH:9]([CH2:10][CH:11]=[O:12])[c:13]2[cH:14][cH:15][cH:16][cH:17][cH:18]2)[CH2:2][CH2:3][CH2:4][CH2:5][CH2:6]1.[H-:31].[Na+:45].[n:19]1[c:20]([N:25]2[CH2:26][CH2:27][NH:28][CH2:29][CH2:30]2)[cH:21][cH:22][cH:23][cH:24]1>>[CH:1]1([C:7](=[O:8])[CH:9]([CH2:10][CH2:11][N:28]2[CH2:27][CH2:26][N:25]([c:20]3[n:19][cH:24][cH:23][cH:22][cH:21]3)[CH2:30][CH2:29]2)[c:13]2[cH:14][cH:15][cH:16][cH:17][cH:18]2)[CH2:2][CH2:3][CH2:4][CH2:5][CH2:6]1. Reactants: N1C=C(C2=CC=CC=C12)C=CC=O (3-(1H-indol-3-yl)acrylaldehyde), C(Br)C1CO1 (epibromohydrin), [OH-].[K+] (KOH), C(=O)([O-])[O-].[K+].[K+] (K2CO3), 1-hexanes. The solvent is CN(C)C=O (DMF), CCOC(=O)C (EtOAc). Run at time 2 hour. Product: OCCCN1C=C(C2=CC=CC=C12)C=CC=O (3-(1-(3-Hydroxypropyl)-1H-indol-3-yl)acrylaldehyde). As a reaction SMILES: [NH:1]1[C:9]2[C:4](=[CH:5][CH:6]=[CH:7][CH:8]=2)[C:3]([CH:10]=[CH:11][CH:12]=[O:13])=[CH:2]1.[CH2:14]([CH:16]1[O:18][CH2:17]1)Br.[OH-].[K+].C([O-])([O-])=O.[K+].[K+]>CN(C=O)C.CCOC(C)=O>[OH:18][CH2:17][CH2:16][CH2:14][N:1]1[C:9]2[C:4](=[CH:5][CH:6]=[CH:7][CH:8]=2)[C:3]([CH:10]=[CH:11][CH:12]=[O:13])=[CH:2]1 |f:2.3,4.5.6|. Procedure details: In a 10 mL Pyrex-glass vessel is mixed 3-(1H-indol-3-yl)acrylaldehyde (171 mg, 1 mmol), epibromohydrin (137 mg, 1 mmol), KOH (224 mg, 4 mmol) and anhydrous K2CO3 (553 mg, 4 mmol) in 1 mL DMF. This mixture is subjected to microwave irradiation at 350 W in successive 30 s periods, with 30 s periods at room temperature between each irradiation to avoid overheating the reaction. After the reaction has reached completion as monitored by TLC (5:1-hexanes:EtOAc) the reaction mixture is allowed to cool ... Starting materials: [O-]B([O-])OB([O-])[O-], Brc1cccc2[nH]ccc12, CS(C)=O, [K+], CC(=O)[O-], [Pd]. Product: c1ccc2[nH]ccc2c1. As a reaction SMILES: [B:11]([O:12][B:13]([O-:14])[O-:15])([O-:16])[O-:17].[Br:1][c:2]1[c:3]2[cH:4][cH:5][nH:6][c:7]2[cH:8][cH:9][cH:10]1.[CH3:23][S:24]([CH3:25])=[O:26].[K+:22].[O-:18][C:19]([CH3:20])=[O:21].[Pd:27]>>[cH:2]1[c:3]2[cH:4][cH:5][nH:6][c:7]2[cH:8][cH:9][cH:10]1. The reactants are FC1=CC=C(C=C1)C1CCN(CC1)C1=C(C(NC(=N1)C)=O)[N+](=O)[O-] (6-[4-(4-fluoro-phenyl)-piperidin-1-yl]-2-methyl-5-nitro-3H-pyrimidin-4-one), FC(S(=O)(=O)OCC(F)(F)F)(F)F (2,2,2-trifluoro-ethyl trifluoromethanesulfonate), [Na] (sodium), C([O-])([O-])=O.[K+].[K+] (potassium carbonate). Solvent: CC(=O)C (acetone). Yields the product FC1=CC=C(C=C1)C1CCN(CC1)C1=NC(=NC(=C1[N+](=O)[O-])OCC(F)(F)F)C (4-[4-(4-fluoro-phenyl)-piperidin-1-yl]-2-methyl-5-nitro-6-(2,2,2-trifluoro-ethoxy)-pyrimidine). Reaction SMILES: [F:1][C:2]1[CH:7]=[CH:6][C:5]([CH:8]2[CH2:13][CH2:12][N:11]([C:14]3[N:19]=[C:18]([CH3:20])[NH:17][C:16](=[O:21])[C:15]=3[N+:22]([O-:24])=[O:23])[CH2:10][CH2:9]2)=[CH:4][CH:3]=1.FC(F)(F)S(O[CH2:31][C:32]([F:35])([F:34])[F:33])(=O)=O.[Na].C(=O)([O-])[O-].[K+].[K+]>CC(C)=O>[F:1][C:2]1[CH:7]=[CH:6][C:5]([CH:8]2[CH2:9][CH2:10][N:11]([C:14]3[C:15]([N+:22]([O-:24])=[O:23])=[C:16]([O:21][CH2:31][C:32]([F:35])([F:34])[F:33])[N:17]=[C:18]([CH3:20])[N:19]=3)[CH2:12][CH2:13]2)=[CH:4][CH:3]=1 |f:3.4.5,^1:37|. Procedure details: In analogy to the procedure described in example 9, the 6-[4-(4-fluoro-phenyl)-piperidin-1-yl]-2-methyl-5-nitro-3H-pyrimidin-4-one (example 7) was treated with 2,2,2-trifluoro-ethyl trifluoromethanesulfonate, sodium and potassium carbonate in acetone at room temperature to yield the 4-[4-(4-fluoro-phenyl)-piperidin-1-yl]-2-methyl-5-nitro-6-(2,2,2-trifluoro-ethoxy)-pyrimidine as a yellow oil; MS: [M+H]+=415; and the 6-[4-(4-fluoro-phenyl)-piperidin-1-yl]-2-methyl-5-nitro-3-(2,2,2-trifluoro-ethyl)... The reactants are C(C1=CC=CC=C1)N(C1=C(C=C(C=C1)C1=NC(=C2C=CC=NC2=C1)Cl)C(F)(F)F)CC1=CC=CC=C1 (dibenzyl-[4-(5-chloro-[1,6]naphthyridin-7-yl)-2-trifluoromethyl-phenyl]-amine), N1CCOCC1 (morpholine), ( g ). Yields the product C(C1=CC=CC=C1)N(C1=C(C=C(C=C1)C1=NC(=C2C=CC=NC2=C1)N1CCOCC1)C(F)(F)F)CC1=CC=CC=C1 (Dibenzyl-[4-(5-morpholin-4-yl-[1,6]naphthyridin-7-yl)-2-trifluoromethyl-phenyl]-amine). The yield is 26.0%. RXN SMILES: [CH2:1]([N:8]([CH2:30][C:31]1[CH:36]=[CH:35][CH:34]=[CH:33][CH:32]=1)[C:9]1[CH:14]=[CH:13][C:12]([C:15]2[CH:24]=[C:23]3[C:18]([CH:19]=[CH:20][CH:21]=[N:22]3)=[C:17](Cl)[N:16]=2)=[CH:11][C:10]=1[C:26]([F:29])([F:28])[F:27])[C:2]1[CH:7]=[CH:6][CH:5]=[CH:4][CH:3]=1.[NH:37]1[CH2:42][CH2:41][O:40][CH2:39][CH2:38]1>>[CH2:1]([N:8]([CH2:30][C:31]1[CH:36]=[CH:35][CH:34]=[CH:33][CH:32]=1)[C:9]1[CH:14]=[CH:13][C:12]([C:15]2[CH:24]=[C:23]3[C:18]([CH:19]=[CH:20][CH:21]=[N:22]3)=[C:17]([N:37]3[CH2:42][CH2:41][O:40][CH2:39][CH2:38]3)[N:16]=2)=[CH:11][C:10]=1[C:26]([F:29])([F:28])[F:27])[C:2]1[CH:7]=[CH:6][CH:5]=[CH:4][CH:3]=1. Procedure: A solution of dibenzyl-[4-(5-chloro-[1,6]naphthyridin-7-yl)-2-trifluoromethyl-phenyl]-amine, 3, (100 mg, 0.20 mmol, 1 eq) in morpholine (1.25 mL, 14 mmol, 70 eq) was heated up at 100° C. overnight under Ar(g). Once cooled down, the solution was partitioned and extracted with CH2Cl2 (3×10 mL). The combined organic extracts were dried over MgSO4 and the solvent was removed in vacuo. The residue was further purified by silica gel column chromatography with hexane/EtOAc (1:3-0:1) to yield the produc...